This data is from the Open Reaction Database (ORD), a public repository of structured organic reaction records. The task is: describe an organic reaction: reactants, conditions, products, and yield Procedure: The chlorination of toluene in the presence of catalysts is known to produce the ring-chlorinated isomeric o-, m- and p-monochlorotoluenes in a ratio which varies according to the type of catalyst used and the reaction conditions chosen. Thus, for example, the chlorination of toluene at 50° C. in the presence of FeCl3 as catalyst up to a density of 1.043 g/cm3 (20° C.) leads to a product comprising 19% by weight of toluene, 49% by weight of o-chlorotoluene, 2% by weight of m-chlorotoluene and 25... Reaction SMILES: [Cl:1][C:2]1[CH:7]=[CH:6][CH:5]=[CH:4][C:3]=1[CH3:8].[Cl:9]C1C=C(C)C=CC=1.ClC1C=CC(C)=CC=1>C1(C)C=CC=CC=1>[Cl:9][C:7]1[C:2]([Cl:1])=[C:3]([CH3:8])[CH:4]=[CH:5][CH:6]=1. Isolated yield 4.5%. Run in C1(=CC=CC=C1)C (toluene), C1(=CC=CC=C1)C (toluene). Yields the product ClC=1C(=C(C=CC1)C)Cl (dichlorotoluene). The reactants are ClC1=C(C=CC=C1)C (o-chlorotoluene), ClC=1C=C(C=CC1)C (m-chlorotoluene), ClC1=CC=C(C=C1)C (p-chlorotoluene). Reagents/catalysts: FeCl3. Starting materials: ClC=1C=C(C=CC1)C1=NN2C(N=C(C(=C2C2=CC=C(C=C2)F)C(C(=O)OC)=O)C)=C1 (methyl 2-(2-(3-chlorophenyl)-7-(4-fluorophenyl)-5-methylpyrazolo[1,5-a]pyrimidin-6-yl)-2-oxoacetate), CB1OC([C@@H]2N1CCC2)(C2=CC=CC=C2)C2=CC=CC=C2.C1(=CC=CC=C1)C ((R)-1-methyl-3,3-diphenylhexahydropyrrolo[1,2-c][1,3,2]oxazaborole toluene), [B]1OC2=CC=CC=C2O1.C1CCOC1 (catecholborane THF). The solvent is CCOC(=O)C (EtOAc), C1(=CC=CC=C1)C (toluene). Conditions: temperature -35 celsius, time 20 minute. The product is ClC=1C=C(C=CC1)C1=NN2C(N=C(C(=C2C2=CC=C(C=C2)F)[C@@H](C(=O)OC)O)C)=C1 ((S)-methyl 2-(2-(3-chlorophenyl)-7-(4-fluorophenyl)-5-methylpyrazolo[1,5-a]pyrimidin-6-yl)-2-hydroxyacetate). The yield is 93.9%. RXN SMILES: [Cl:1][C:2]1[CH:3]=[C:4]([C:8]2[CH:30]=[C:11]3[N:12]=[C:13]([CH3:29])[C:14]([C:23](=[O:28])[C:24]([O:26][CH3:27])=[O:25])=[C:15]([C:16]4[CH:21]=[CH:20][C:19]([F:22])=[CH:18][CH:17]=4)[N:10]3[N:9]=2)[CH:5]=[CH:6][CH:7]=1.CB1N2CCC[C@@H]2C(C2C=CC=CC=2)(C2C=CC=CC=2)O1.C1(C)C=CC=CC=1.[B]1OC2C(=CC=CC=2)O1.C1COCC1>C1(C)C=CC=CC=1.CCOC(C)=O>[Cl:1][C:2]1[CH:3]=[C:4]([C:8]2[CH:30]=[C:11]3[N:12]=[C:13]([CH3:29])[C:14]([C@H:23]([OH:28])[C:24]([O:26][CH3:27])=[O:25])=[C:15]([C:16]4[CH:17]=[CH:18][C:19]([F:22])=[CH:20][CH:21]=4)[N:10]3[N:9]=2)[CH:5]=[CH:6][CH:7]=1 |f:1.2,3.4,^1:58|. Reported procedure: To a stirred solution of methyl 2-(2-(3-chlorophenyl)-7-(4-fluorophenyl)-5-methylpyrazolo[1,5-a]pyrimidin-6-yl)-2-oxoacetate (0.083 g, 0.196 mmol) in toluene (5 mL) was added 1M (R)-1-methyl-3,3-diphenylhexahydropyrrolo[1,2-c][1,3,2]oxazaborole/toluene (0.039 ml, 0.039 mmol) and cooled to −35° C. To this was added dropwise 1M catecholborane/THF (0.294 ml, 0.294 mmol) over 10 min and stirred for additional 20 min. Then, the reaction was slowly warmed to −15 C over 30 min, diluted with EtOAc (10 m... Reactants: ClC=1C=C(C=CC1F)C1=C(C=NO1)C(=O)OCC (ethyl 5-(3-chloro-4-fluorophenyl)isoxazole-4-carboxylate), [H-].C(C(C)C)[Al+]CC(C)C (diisobutylaluminum hydride), Cl (hydrochloric acid). Solvent: O1CCCC1 (tetrahydrofuran). Run at time 30 minute. Product: ClC=1C=C(C=CC1F)C1=C(C=NO1)CO (5-(3-chloro-4-fluorophenyl)-4-isoxazolylmethanol). Isolated yield 94.5%. As a reaction SMILES: [Cl:1][C:2]1[CH:3]=[C:4]([C:9]2[O:13][N:12]=[CH:11][C:10]=2[C:14](OCC)=[O:15])[CH:5]=[CH:6][C:7]=1[F:8].[H-].C([Al+]CC(C)C)C(C)C.Cl>O1CCCC1>[Cl:1][C:2]1[CH:3]=[C:4]([C:9]2[O:13][N:12]=[CH:11][C:10]=2[CH2:14][OH:15])[CH:5]=[CH:6][C:7]=1[F:8] |f:1.2|. Procedure details: To a solution of ethyl 5-(3-chloro-4-fluorophenyl)isoxazole-4-carboxylate (9.50 g) in tetrahydrofuran (75 ml) was gently added diisobutylaluminum hydride (1.0 M tetrahydrofuran solution, 75 ml) at 0° C. and the mixture was stirred at room temperature for 30 min. The reaction mixture was poured into dilute hydrochloric acid, and the mixture was extracted with ethyl acetate. The ethyl acetate layer was washed with saturated brine, dried (MgSO4) and concentrated to give 5-(3-chloro-4-fluorophenyl)-... The reactants are C(C)(=O)C1=NC2=CC=CC=C2C=C1 (2-Acetylquinoline), [H][H] (hydrogen), [H][H] (hydrogen). The reagents and catalysts are [Pt]=O (platinum oxide). The solvent is C(C)(=O)O (acetic acid). Product: OC(C)C1NC2=CC=CC=C2CC1 (2-(1-hydroxyethyl)tetrahydroquinoline). Isolated yield 77.3%. As a reaction SMILES: [C:1]([C:4]1[CH:13]=[CH:12][C:11]2[C:6](=[CH:7][CH:8]=[CH:9][CH:10]=2)[N:5]=1)(=[O:3])[CH3:2].[H][H]>C(O)(=O)C.[Pt]=O>[OH:3][CH:1]([CH:4]1[CH2:13][CH2:12][C:11]2[C:6](=[CH:7][CH:8]=[CH:9][CH:10]=2)[NH:5]1)[CH3:2]. Procedure: 2-Acetylquinoline (21.0 g, 0.123 mol) in acetic acid (210 mL) was hydrogenated over platinum oxide (1.0 g) under atmospheric pressure of hydrogen at room temperature until the theoretical amount of hydrogen was consumed. The mixture was passed through celite and concentrated. The residue was purified by column chromatography with 5:1 to 1:1 hexane/ethyl acetate to give 16.85 g of 2-(1-hydroxyethyl)tetrahydroquinoline (78%): 1H NMR (270 MHz, CDCl3) δ6.95 (m, 2H), 6.62 (td, 1H, J=7.3, 1 Hz), 6.51 ...